This data is from the Open Reaction Database (ORD), a public repository of structured organic reaction records. The task is: describe an organic reaction: reactants, conditions, products, and yield Starting materials: Cl, CS(=O)(=O)Nc1ccc(CN)cc1F, Cc1ccc(OCC(=O)O)c(CO)n1. Yields the product Cc1ccc(OCC(=O)NCc2ccc(NS(C)(=O)=O)c(F)c2)c(CO)n1. Reaction SMILES: [ClH:15].[NH2:1][CH2:2][c:3]1[cH:4][c:5]([F:14])[c:6]([NH:9][S:10](=[O:11])(=[O:12])[CH3:13])[cH:7][cH:8]1.[OH:16][CH2:17][c:18]1[n:19][c:20]([CH3:29])[cH:21][cH:22][c:23]1[O:24][CH2:25][C:26](=[O:27])[OH:28]>>[NH:1]([CH2:2][c:3]1[cH:4][c:5]([F:14])[c:6]([NH:9][S:10](=[O:11])(=[O:12])[CH3:13])[cH:7][cH:8]1)[C:26]([CH2:25][O:24][c:23]1[c:18]([CH2:17][OH:16])[n:19][c:20]([CH3:29])[cH:21][cH:22]1)=[O:27]. Reactants: FC1=CC=C(C(=C1)C1=CC=CC=C1)N=C=S (5-fluoro-2-biphenylylisothiocyanate), N (ammonia). Solvent: C(C)O (ethanol). Product: FC=1C=CC(=C(C1)C1=CC=CC=C1)NC(=S)N (N-(5-fluoro-2-biphenylyl)thiourea). Reaction SMILES: [F:1][C:2]1[CH:7]=[C:6]([C:8]2[CH:13]=[CH:12][CH:11]=[CH:10][CH:9]=2)[C:5]([N:14]=[C:15]=[S:16])=[CH:4][CH:3]=1.[NH3:17]>C(O)C>[F:1][C:2]1[CH:3]=[CH:4][C:5]([NH:14][C:15]([NH2:17])=[S:16])=[C:6]([C:8]2[CH:13]=[CH:12][CH:11]=[CH:10][CH:9]=2)[CH:7]=1. Procedure details: Reaction of 5-fluoro-2-biphenylylisothiocyanate (9.3 g) in ethanol (40 ml) with 28% aqueous ammonia solution (80 ml) at ambient temperature for 24 hours gave N-(5-fluoro-2-biphenylyl)thiourea as a yellow solid (m.p. 188°-190° C.). Reactants: C[Li] (methyllithium), CON(C(CC(CC(=O)O)C)=O)C (5-(methoxy(methyl)amino)-3-methyl-5-oxopentanoic acid), Cl (HCl). Solvent: C1CCOC1 (THF). Reaction conditions: time 8 hour. Yields the product CC(CC(=O)O)CC(C)=O (3-methyl-5-oxohexanoic acid). As a reaction SMILES: CON(C)[C:4](=[O:12])[CH2:5][CH:6]([CH3:11])[CH2:7][C:8]([OH:10])=[O:9].[CH3:14][Li].Cl>C1COCC1>[CH3:11][CH:6]([CH2:5][C:4](=[O:12])[CH3:14])[CH2:7][C:8]([OH:10])=[O:9]. Procedure: A solution of 5-(methoxy(methyl)amino)-3-methyl-5-oxopentanoic acid (10 mmol) in THF (50 mL) and cooled to −78° C. and treated dropwise with methyllithium (1.4 M in diethyl ether, 2 equivalents). The resulting mixture was warmed to rt where it stirred overnight. After this time, the mixture was cooled to 0° C. and then treated with ice cold water. After stirring for 10 min at 0° C., the mixture was acidified with cold 1 M aqueous HCl. The acidified mixture was extracted three times with ethyl ac...